Dataset: the Open Reaction Database (ORD), a public repository of structured organic reaction records. Task: describe an organic reaction: reactants, conditions, products, and yield Starting materials: COC(=O)C=1OC(=CC1)C(=O)O (furan-2,5-dicarboxylic acid monomethyl ester), [H][H] (hydrogen). Reagents/catalysts: [Rh] (rhodium on carbon). Solvent: C(C)(=O)OCC (ethyl acetate). Yields the product COC(=O)C1CCC(O1)C(=O)O ((2RS.5SR)-5-Methoxycarbonyltetrahydrofuran-2-yl carboxylic acid). The yield is 100.2%. Reaction SMILES: [CH3:1][O:2][C:3]([C:5]1[O:6][C:7]([C:10]([OH:12])=[O:11])=[CH:8][CH:9]=1)=[O:4].[H][H]>C(OCC)(=O)C.[Rh]>[CH3:1][O:2][C:3]([CH:5]1[O:6][CH:7]([C:10]([OH:12])=[O:11])[CH2:8][CH2:9]1)=[O:4]. Reported procedure: A mixture of furan-2,5-dicarboxylic acid monomethyl ester (1.95g) and 5% rhodium on carbon (400mg) in ethyl acetate (50ml) was hydrogenated until hydrogen uptake ceased. The catalyst was filtered off and washed with ethyl acetate. The combined filtrates were evaporated to give (2.00g) of the title compound: vmax (film) 3170, 1765 and 1720cm-1 ; δH (CDCl3) 1.95-2.65 (4H, m), 3.85 (3H, s) and 4.55-4.8 (2H, m). The reactants are COc1c(C=O)cc(C(=O)O)cc1C(F)(F)F, O=CO, Cl, NO. Product: COc1c(C#N)cc(C(=O)O)cc1C(F)(F)F. As a reaction SMILES: [CH:1](=[O:2])[c:3]1[cH:4][c:5]([C:6](=[O:7])[OH:8])[cH:9][c:10]([C:14]([F:15])([F:16])[F:17])[c:11]1[O:12][CH3:13].[CH:21]([OH:22])=[O:23].[ClH:18].[NH2:19][OH:20]>>[C:1]([c:3]1[cH:4][c:5]([C:6](=[O:7])[OH:8])[cH:9][c:10]([C:14]([F:15])([F:16])[F:17])[c:11]1[O:12][CH3:13])#[N:19]. The reactants are ClC1=NC(=CC(=N1)Cl)C(=O)OC (methyl 2,4-dichloropyrimidine-6-carboxylate), CC(CC1=CC=CC=C1)N.OP(=O)(O)O (Amphos), [Br-].C1(CC1)[Zn+] (cyclopropylzinc(II) bromide), [OH-].[Na+] (NaOH), zinc hydroxide salts. The solvent is CCOC(=O)C (EtOAc). Reaction conditions: temperature 80 celsius. Yields the product ClC1=NC(=CC(=N1)C(=O)OC)C1CC1 (methyl 2-chloro-6-cyclopropylpyrimidine-4-carboxylate). Yield: 1592.7%. Reaction SMILES: [Cl:1][C:2]1[N:7]=[C:6](Cl)[CH:5]=[C:4]([C:9]([O:11][CH3:12])=[O:10])[N:3]=1.CC(N)[CH2:15][C:16]1[CH:21]=CC=CC=1.OP(O)(O)=O.[Br-].C1([Zn+])CC1.[OH-].[Na+]>CCOC(C)=O>[Cl:1][C:2]1[N:3]=[C:4]([C:9]([O:11][CH3:12])=[O:10])[CH:5]=[C:6]([CH:21]2[CH2:16][CH2:15]2)[N:7]=1 |f:1.2,3.4,5.6|. Procedure: In a 5 mL glass microwave tube methyl 2,4-dichloropyrimidine-6-carboxylate (621 mg, 3.00 mmol) (Astatech Inc.) and Amphos (53.1 mg, 0.075 mmol) were treated with cyclopropylzinc(II) bromide (Rieke, 0.5 M in THF) (1.2 mL, 6.00 mmol) via syringe under an atmosphere of argon. The solution was then heated in the microwave at 80° C. for 20 min. The mixture was treated with EtOAc and 1N NaOH resulting in a white suspension as the zinc hydroxide salts precipitated out. The suspension was extracted with... Starting materials: CC(C)C[Al+]CC(C)C, CCOC(C)=O, Cc1ccccc1, CCCCCC, Cl, [H-], O=C1C=CC(c2ccccc2)(c2ccccc2)C1. Product: OC1C=CC(c2ccccc2)(c2ccccc2)C1. As a reaction SMILES: [CH2:20]([Al+:21][CH2:22][CH:23]([CH3:24])[CH3:25])[CH:26]([CH3:27])[CH3:28].[CH3:29][CH2:30][O:31][C:32](=[O:33])[CH3:34].[CH3:36][c:37]1[cH:38][cH:39][cH:40][cH:41][cH:42]1.[CH3:43][CH2:44][CH2:45][CH2:46][CH2:47][CH3:48].[ClH:35].[H-:19].[c:1]1([C:7]2([c:13]3[cH:14][cH:15][cH:16][cH:17][cH:18]3)[CH:8]=[CH:9][C:10](=[O:12])[CH2:11]2)[cH:2][cH:3][cH:4][cH:5][cH:6]1>>[c:1]1([C:7]2([c:13]3[cH:14][cH:15][cH:16][cH:17][cH:18]3)[CH:8]=[CH:9][CH:10]([OH:12])[CH2:11]2)[cH:2][cH:3][cH:4][cH:5][cH:6]1.